This data is from the Open Reaction Database (ORD), a public repository of structured organic reaction records. The task is: describe an organic reaction: reactants, conditions, products, and yield The reactants are C(OC(C)(C)C)(OC1=CC(=C(C=C1)C1=C(C=CC(=C1)OC)F)CCC(C)(C)OC)=O (tert-butyl 2′-fluoro-5′-methoxy-2-(3-methoxy-3-methylbutyl)biphenyl-4-yl carbonate), Cl (hydrogen chloride). Solvent: C(C)(=O)OCC (ethyl acetate), C(C)(=O)OCC (ethyl acetate). Conditions: time 20 hour. The product is FC1=C(C=C(C=C1)OC)C1=C(C=C(C=C1)O)CCC(C)(C)OC (2′-fluoro-5′-methoxy-2-(3-methoxy-3-methylbutyl)biphenyl-4-ol). Yield: 134.1%. Reaction SMILES: C(=O)([O:7][C:8]1[CH:13]=[CH:12][C:11]([C:14]2[CH:19]=[C:18]([O:20][CH3:21])[CH:17]=[CH:16][C:15]=2[F:22])=[C:10]([CH2:23][CH2:24][C:25]([O:28][CH3:29])([CH3:27])[CH3:26])[CH:9]=1)OC(C)(C)C.Cl>C(OCC)(=O)C>[F:22][C:15]1[CH:16]=[CH:17][C:18]([O:20][CH3:21])=[CH:19][C:14]=1[C:11]1[CH:12]=[CH:13][C:8]([OH:7])=[CH:9][C:10]=1[CH2:23][CH2:24][C:25]([O:28][CH3:29])([CH3:27])[CH3:26]. Reported procedure: To a solution of tert-butyl 2′-fluoro-5′-methoxy-2-(3-methoxy-3-methylbutyl)biphenyl-4-yl carbonate (199 mg) in ethyl acetate (5 mL) was added a solution (4 M, 2 mL) of hydrogen chloride in ethyl acetate, and the mixture was stirred at room temperature for 20 hr. The solvent was evaporated under reduced pressure, and the residue was purified by silica gel column chromatography (ethyl acetate/hexane) to give the title compound (203 mg) as a colorless oil. Starting materials: CCC(C)C(N)C(=O)OC(C)(C)C, [BH3-]C#N, CC(=O)O, CO, Cl, [Na+], O=CCN1C(=O)c2ccccc2C1=O. Yields the product CCC(C)C(NCCN1C(=O)c2ccccc2C1=O)C(=O)OC(C)(C)C. Reaction SMILES: [C:16]([CH3:17])([CH3:18])([CH3:19])[O:20][C:21]([CH:22]([NH2:23])[CH:24]([CH3:25])[CH2:26][CH3:27])=[O:28].[C:29]([BH3-:30])#[N:31].[CH3:33][C:34](=[O:35])[OH:36].[CH3:37][OH:38].[ClH:15].[Na+:32].[O:1]=[C:2]1[N:3]([CH2:12][CH:13]=[O:14])[C:4](=[O:11])[c:5]2[cH:6][cH:7][cH:8][cH:9][c:10]21>>[O:1]=[C:2]1[N:3]([CH2:12][CH2:13][NH:23][CH:22]([C:21]([O:20][C:16]([CH3:17])([CH3:18])[CH3:19])=[O:28])[CH:24]([CH3:25])[CH2:26][CH3:27])[C:4](=[O:11])[c:5]2[cH:6][cH:7][cH:8][cH:9][c:10]21. Reactants: CC1=CC=C(O1)C=CC(=O)OCC (ethyl β-(5-methyl-2-furanyl)acrylate). Reagents/catalysts: [Pd] (palladium on carbon). The solvent is CO (methanol). Yields the product CC1=CC=C(O1)CCC(=O)OC (methyl 3-(5-methyl-2-furanyl)propionate). The yield is 107.1%. Reaction SMILES: [CH3:1][C:2]1[O:6][C:5]([CH:7]=[CH:8][C:9]([O:11][CH2:12]C)=[O:10])=[CH:4][CH:3]=1>CO.[Pd]>[CH3:1][C:2]1[O:6][C:5]([CH2:7][CH2:8][C:9]([O:11][CH3:12])=[O:10])=[CH:4][CH:3]=1. Procedure details: A mixture of ethyl β-(5-methyl-2-furanyl)acrylate (8 g) in methanol (200 mL) and 1.5 g of 5% palladium on carbon was placed on a Paar hydrogenator and hydrogenated with H2. Palladium on carbon was filtered off by passing the reaction mixture through Super-Cel™ (filter agent) and the residue was washed with ethanol. The filtrate was concentrated in vacuo to yield 8 g of methyl 3-(5-methyl-2-furanyl)propionate. Reactants: [OH-].[K+] (potassium hydroxide), OC=1C=C2CCCC(C2=C(C1Cl)Cl)=O (6-hydroxy-7,8-dichloro-1-tetralone), C([O-])([O-])=O.[K+].[K+] (potassium carbonate), BrCC(=O)OCC (ethyl bromoacetate). Run in CO (methanol), CN(C)C=O (DMF), O (water). Conditions: temperature 60 celsius. Product: O=C1CCCC2=CC(=C(C(=C12)Cl)Cl)OCC(=O)O ((1-oxo-7,8-dichloro-1,2,3,4-tetrahydro-6-naphthyloxy)-acetic acid). Isolated yield 86.5%. RXN SMILES: [OH:1][C:2]1[CH:3]=[C:4]2[C:9](=[C:10]([Cl:13])[C:11]=1[Cl:12])[C:8](=[O:14])[CH2:7][CH2:6][CH2:5]2.C(=O)([O-])[O-].[K+].[K+].Br[CH2:22][C:23]([O:25]CC)=[O:24].[OH-].[K+]>CN(C=O)C.CO.O>[O:14]=[C:8]1[C:9]2[C:4](=[CH:3][C:2]([O:1][CH2:22][C:23]([OH:25])=[O:24])=[C:11]([Cl:12])[C:10]=2[Cl:13])[CH2:5][CH2:6][CH2:7]1 |f:1.2.3,5.6|. Procedure: A stirred mixture of 6-hydroxy-7,8-dichloro-1-tetralone (1 g., 0.0044 mole), potassium carbonate (10.69 g., 0.005 mole) and ethyl bromoacetate (0.84 g., 0.005 mole) in DMF (20 ml.) is heated at 60° C. for 11/2 hours. A solution of potassium hydroxide (0.45 g., 0.008 mole) in methanol (40 ml.) is added, the mixture is refluxed for one-half hour and then poured into water (ca. 500 ml.). Upon acidification a white powder separates. It is collected, washed with water, dried and crystallized from eth... Starting materials: ClCCl, CN(CC(CC1CCC(F)CC1)NC(=O)OC(C)(C)C)C(=O)OCc1ccccc1, O=C(O)C(F)(F)F. The product is CN(CC(N)CC1CCC(F)CC1)C(=O)OCc1ccccc1. RXN SMILES: [Cl:38][CH2:39][Cl:40].[F:1][CH:2]1[CH2:3][CH2:4][CH:5]([CH2:8][CH:9]([CH2:10][N:11]([CH3:12])[C:13](=[O:14])[O:15][CH2:16][c:17]2[cH:18][cH:19][cH:20][cH:21][cH:22]2)[NH:23][C:24](=[O:25])[O:26][C:27]([CH3:28])([CH3:29])[CH3:30])[CH2:6][CH2:7]1.[F:31][C:32]([F:33])([F:34])[C:35]([OH:36])=[O:37]>>[F:1][CH:2]1[CH2:3][CH2:4][CH:5]([CH2:8][CH:9]([CH2:10][N:11]([CH3:12])[C:13](=[O:14])[O:15][CH2:16][c:17]2[cH:18][cH:19][cH:20][cH:21][cH:22]2)[NH2:23])[CH2:6][CH2:7]1. Starting materials: IC1=CC=C(C=C1)C1OC2=CC=C(C=C2C(=C1C1=CC(=CC=C1)OC1OCCCC1)C)OC1OCCCC1 (2-(4-iodophenyl)-4-methyl-6-((tetrahydro-2H-pyran-2-yl)oxy)-3-(3-((tetrahydro-2H-pyran-2-yl)oxy)phenyl)-2H-chromene), C(C)NCCO (2-(ethylamino)ethanol), FC(CCI)(F)F (1,1,1-trifluoro-3-iodopropane). Product: C(C)N(CCOC1=CC=C(C=C1)C1OC2=CC=C(C=C2C(=C1C1=CC(=CC=C1)O)C)O)CCC(F)(F)F (2-(4-(2-(Ethyl(3,3,3-trifluoropropyl)amino)ethoxy)phenyl)-3-(3-hydroxyphenyl)-4-methyl-2H-chromen-6-ol). Reaction SMILES: I[C:2]1[CH:7]=[CH:6][C:5]([CH:8]2[C:17]([C:18]3[CH:23]=[CH:22][CH:21]=[C:20]([O:24]C4CCCCO4)[CH:19]=3)=[C:16]([CH3:31])[C:15]3[C:10](=[CH:11][CH:12]=[C:13]([O:32]C4CCCCO4)[CH:14]=3)[O:9]2)=[CH:4][CH:3]=1.[CH2:39]([NH:41][CH2:42][CH2:43][OH:44])[CH3:40].[F:45][C:46]([F:51])([F:50])[CH2:47][CH2:48]I>>[CH2:39]([N:41]([CH2:48][CH2:47][C:46]([F:51])([F:50])[F:45])[CH2:42][CH2:43][O:44][C:2]1[CH:7]=[CH:6][C:5]([CH:8]2[C:17]([C:18]3[CH:23]=[CH:22][CH:21]=[C:20]([OH:24])[CH:19]=3)=[C:16]([CH3:31])[C:15]3[C:10](=[CH:11][CH:12]=[C:13]([OH:32])[CH:14]=3)[O:9]2)=[CH:4][CH:3]=1)[CH3:40]. Reported procedure: The title compound was synthesized as described in general procedures F, I and J (z=1) using Intermediate 3 and 2-(ethylamino)ethanol in general procedure F, and 1,1,1-trifluoro-3-iodopropane in general procedure I. 1H NMR (400 MHz, DMSO-d6): δ 9.43 (s, 1H), 8.94 (s, 1H), 7.20 (d, 2H), 7.13 (t, 1H), 6.78 (d, 2H), 6.75-6.71 (m, 1H), 6.68 (d, 1H), 6.66-6.62 (m, 1H), 6.62-6.60 (m, 1H), 6.46 (s, 2H), 5.84 (s, 1H), 3.93 (t, 2H), 2.76 (t, 2H), 2.70 (t, 2H), 2.57-2.49 (m, 2H), 2.45-2.31 (m, 2H), 2.03 (... The reactants are COc1cc(OCCCC(=O)NCc2ccc(C)cc2)ccc1CN(C(=O)Nc1ccc(C)cc1)c1ccc2c(Cc3cccnc3)n[nH]c(=O)c2c1, ClCCl, O=C(O)C(F)(F)F. Product: Cc1ccc(NC(=O)Nc2ccc3c(Cc4cccnc4)n[nH]c(=O)c3c2)cc1. Reaction SMILES: [CH3:1][O:2][c:3]1[cH:4][c:5]([O:10][CH2:11][CH2:12][CH2:13][C:14]([NH:15][CH2:16][c:17]2[cH:18][cH:19][c:20]([CH3:21])[cH:22][cH:23]2)=[O:24])[cH:6][cH:7][c:8]1[CH2:9][N:25]([C:26](=[O:27])[NH:28][c:29]1[cH:30][cH:31][c:32]([CH3:35])[cH:33][cH:34]1)[c:36]1[cH:37][c:38]2[c:39](=[O:53])[nH:40][n:41][c:42]([CH2:46][c:47]3[cH:48][n:49][cH:50][cH:51][cH:52]3)[c:43]2[cH:44][cH:45]1.[Cl:61][CH2:62][Cl:63].[F:54][C:55]([F:56])([F:57])[C:58]([OH:59])=[O:60]>>[NH:25]([C:26](=[O:27])[NH:28][c:29]1[cH:30][cH:31][c:32]([CH3:35])[cH:33][cH:34]1)[c:36]1[cH:37][c:38]2[c:39](=[O:53])[nH:40][n:41][c:42]([CH2:46][c:47]3[cH:48][n:49][cH:50][cH:51][cH:52]3)[c:43]2[cH:44][cH:45]1.